From a dataset of the Open Reaction Database (ORD), a public repository of structured organic reaction records. describe an organic reaction: reactants, conditions, products, and yield The reactants are C(=C)C1=C(C=CC(=C1)OC)OCOC (2-ethenyl-4-methoxy-1-O-methoxymethylphenol), B.O1CCCC1 (borane tetrahydrofuran), OO (H2O2), [OH-].[Na+] (NaOH). Run in O1CCCC1 (tetrahydrofuran). Reaction conditions: time 60 minute. Yields the product OCCC1=C(C=CC(=C1)OC)OCOC (2-(2-hydroxyethyl)-4-methoxy-1-O-methoxymethylphenol). Yield: 73.0%. As a reaction SMILES: [CH:1]([C:3]1[CH:8]=[C:7]([O:9][CH3:10])[CH:6]=[CH:5][C:4]=1[O:11][CH2:12][O:13][CH3:14])=[CH2:2].B.[O:16]1CCCC1.[OH-].[Na+].OO>O1CCCC1>[OH:16][CH2:2][CH2:1][C:3]1[CH:8]=[C:7]([O:9][CH3:10])[CH:6]=[CH:5][C:4]=1[O:11][CH2:12][O:13][CH3:14] |f:1.2,3.4|. Procedure: To a solution of 33.8 g (0.174 moles) of 2-ethenyl-4-methoxy-1-O-methoxymethylphenol in 300 ml of dry tetrahydrofuran at 0° was added 120 ml of a 1.0M borane-tetrahydrofuran solution. The solution was stirred at room temperature for 60 minutes, cooled to 0° and 48 ml of 10% NaOH was added dropwise. Then 41 ml of 30% H2O2 was added with caution and the mixture was stirred at room temperature for 30 minutes. The solution was partitioned between ether and water and the ether layer was washed with a... Starting materials: CC1S[C@H]2N(C(=C1)C(=O)OCC(Cl)(Cl)Cl)C(C2NC(CCC=C)=S)=O (2,2,2-trichloroethyl 2-methyl-7-(2-allylthioacetamido)-3-cephem-4-carboxylate), C(C)(=O)O (acetic acid). The reagents and catalysts are [Zn] (Zinc), [Zn] (zinc). The solvent is CN(C=O)C (dimethylformamide). Reaction conditions: time 1 hour. Yields the product CC1S[C@H]2N(C(=C1)C(=O)O)C(C2NC(CCC=C)=S)=O (2-methyl-7-(2-allylthioacetamido)-3-cephem-4-carboxylic acid). The yield is 94.4%. RXN SMILES: [CH3:1][CH:2]1[CH:7]=[C:6]([C:8]([O:10]CC(Cl)(Cl)Cl)=[O:9])[N:5]2[C:16](=[O:25])[CH:17]([NH:18][C:19](=[S:24])[CH2:20][CH2:21][CH:22]=[CH2:23])[C@H:4]2[S:3]1.C(O)(=O)C>CN(C)C=O.[Zn]>[CH3:1][CH:2]1[CH:7]=[C:6]([C:8]([OH:10])=[O:9])[N:5]2[C:16](=[O:25])[CH:17]([NH:18][C:19](=[S:24])[CH2:20][CH2:21][CH:22]=[CH2:23])[C@H:4]2[S:3]1. Procedure: Zinc powder (5.55 g) was added to a solution of 2,2,2-trichloroethyl 2-methyl-7-(2-allylthioacetamido)-3-cephem-4-carboxylate (5.55 g) in anhydrous dimethylformamide (55.5 ml) and then acetic acid (5.5 ml) was dropwise added to the solution, after which the mixture was stirred for 1 hour. After the reaction, zinc powder was filtered off and washed with ethyl acetate. The filtrate and the washings were combined, after which the solution was poured into a mixture of 5% hydrochloric acid (250 ml) a... The reactants are CCO, CCOC(C)=O, [Cl-], C=CCCCC1CC(N=[N+]=[N-])CC(OC)(C2CSC(=O)N2Cc2ccc(OC)cc2)O1, [NH4+], O, [Zn]. Product: C=CCCCC1CC(N)CC(OC)(C2CSC(=O)N2Cc2ccc(OC)cc2)O1. RXN SMILES: [CH3:34][CH2:35][OH:36].[CH3:38][CH2:39][O:40][C:41](=[O:42])[CH3:43].[Cl-:32].[N:1](=[N+:2]=[N-:3])[CH:4]1[CH2:5][C:6]([O:15][CH3:16])([CH:17]2[N:18]([CH2:23][c:24]3[cH:25][cH:26][c:27]([O:30][CH3:31])[cH:28][cH:29]3)[C:19](=[O:22])[S:20][CH2:21]2)[O:7][CH:8]([CH2:10][CH2:11][CH2:12][CH:13]=[CH2:14])[CH2:9]1.[NH4+:33].[OH2:37].[Zn:44]>>[NH2:1][CH:4]1[CH2:5][C:6]([O:15][CH3:16])([CH:17]2[N:18]([CH2:23][c:24]3[cH:25][cH:26][c:27]([O:30][CH3:31])[cH:28][cH:29]3)[C:19](=[O:22])[S:20][CH2:21]2)[O:7][CH:8]([CH2:10][CH2:11][CH2:12][CH:13]=[CH2:14])[CH2:9]1.